This data is from the Open Reaction Database (ORD), a public repository of structured organic reaction records. The task is: describe an organic reaction: reactants, conditions, products, and yield The reactants are CN(C(=O)CCCCCCC(=O)c1ccccc1)c1ccccc1[N+](=O)[O-], CCOC(C)=O, CO. The product is CN(C(=O)CCCCCCC(=O)c1ccccc1)c1ccccc1N. Reaction SMILES: [CH3:1][N:2]([C:3]([CH2:4][CH2:5][CH2:6][CH2:7][CH2:8][CH2:9][C:10]([c:11]1[cH:12][cH:13][cH:14][cH:15][cH:16]1)=[O:17])=[O:18])[c:19]1[c:20]([N+:25]([O-:26])=[O:27])[cH:21][cH:22][cH:23][cH:24]1.[CH3:28][CH2:29][O:30][C:31](=[O:32])[CH3:33].[CH3:34][OH:35]>>[CH3:1][N:2]([C:3]([CH2:4][CH2:5][CH2:6][CH2:7][CH2:8][CH2:9][C:10]([c:11]1[cH:12][cH:13][cH:14][cH:15][cH:16]1)=[O:17])=[O:18])[c:19]1[c:20]([NH2:25])[cH:21][cH:22][cH:23][cH:24]1. The reactants are CCOCC, CCCCCC, CC(C)[P+](c1ccccc1)(c1ccccc1)c1ccccc1, O=Cc1cc(C(F)(F)F)cc(C(F)(F)F)c1, [I-], [Li]CCCC, C1CCOC1, C1CCOC1, O. The product is CC(C)=Cc1cc(C(F)(F)F)cc(C(F)(F)F)c1. Reaction SMILES: [CH2:51]([O:52][CH2:53][CH3:54])[CH3:55].[CH3:56][CH2:57][CH2:58][CH2:59][CH2:60][CH3:61].[CH:2]([CH3:3])([CH3:4])[P+:5]([c:6]1[cH:7][cH:8][cH:9][cH:10][cH:11]1)([c:12]1[cH:13][cH:14][cH:15][cH:16][cH:17]1)[c:18]1[cH:19][cH:20][cH:21][cH:22][cH:23]1.[F:29][C:30]([c:31]1[cH:32][c:33]([CH:34]=[O:35])[cH:36][c:37]([C:39]([F:40])([F:41])[F:42])[cH:38]1)([F:43])[F:44].[I-:1].[Li:24][CH2:25][CH2:26][CH2:27][CH3:28].[O:46]1[CH2:47][CH2:48][CH2:49][CH2:50]1.[O:62]1[CH2:63][CH2:64][CH2:65][CH2:66]1.[OH2:45]>>[C:2]([CH3:3])([CH3:4])=[CH:34][c:33]1[cH:32][c:31]([C:30]([F:29])([F:43])[F:44])[cH:38][c:37]([C:39]([F:40])([F:41])[F:42])[cH:36]1. The reactants are CCCCC#Cc1cnc2ccc(NCCCN3CCOCC3)nn12, CCO, CCOCC, Cl. Product: CCCCC=Cc1cnc2ccc(NCCCN3CCOCC3)nn12, Cl. RXN SMILES: [C:1](#[C:2][CH2:3][CH2:4][CH2:5][CH3:6])[c:7]1[cH:8][n:9][c:10]2[n:11]1[n:12][c:13]([NH:16][CH2:17][CH2:18][CH2:19][N:20]1[CH2:21][CH2:22][O:23][CH2:24][CH2:25]1)[cH:14][cH:15]2.[CH3:27][CH2:28][OH:29].[CH3:30][CH2:31][O:32][CH2:33][CH3:34].[ClH:26]>>[CH:1](=[CH:2][CH2:3][CH2:4][CH2:5][CH3:6])[c:7]1[cH:8][n:9][c:10]2[n:11]1[n:12][c:13]([NH:16][CH2:17][CH2:18][CH2:19][N:20]1[CH2:21][CH2:22][O:23][CH2:24][CH2:25]1)[cH:14][cH:15]2.[ClH:26]. The reactants are BrC(Br)(Br)Br, ClCCl, CC(C)[Si](Oc1c(F)cc(CO)cc1F)(C(C)C)C(C)C, c1ccc(P(c2ccccc2)c2ccccc2)cc1. Product: CC(C)[Si](Oc1c(F)cc(CBr)cc1F)(C(C)C)C(C)C. RXN SMILES: [Br:22][C:23]([Br:24])([Br:25])[Br:26].[Cl:46][CH2:47][Cl:48].[F:1][c:2]1[c:3]([O:11][Si:12]([CH:13]([CH3:14])[CH3:15])([CH:16]([CH3:17])[CH3:18])[CH:19]([CH3:20])[CH3:21])[c:4]([F:10])[cH:5][c:6]([CH2:8][OH:9])[cH:7]1.[c:27]1([P:28]([c:29]2[cH:30][cH:31][cH:32][cH:33][cH:34]2)[c:35]2[cH:36][cH:37][cH:38][cH:39][cH:40]2)[cH:41][cH:42][cH:43][cH:44][cH:45]1>>[F:1][c:2]1[c:3]([O:11][Si:12]([CH:13]([CH3:14])[CH3:15])([CH:16]([CH3:17])[CH3:18])[CH:19]([CH3:20])[CH3:21])[c:4]([F:10])[cH:5][c:6]([CH2:8][Br:22])[cH:7]1. Reactants: CC(C)(C)OC(=O)N1CCC(OS(C)(=O)=O)CC1, CC(Oc1nc(-c2cn[nH]c2)cnc1N)c1c(Cl)ccc(F)c1Cl, [H-], [Na+], CN(C)C=O, O. Yields the product CC(Oc1nc(-c2cnn(C3CCN(C(=O)OC(C)(C)C)CC3)c2)cnc1N)c1c(Cl)ccc(F)c1Cl. RXN SMILES: [C:27]([CH3:28])([CH3:29])([CH3:30])[O:31][C:32](=[O:33])[N:34]1[CH2:35][CH2:36][CH:37]([O:40][S:41]([CH3:42])(=[O:43])=[O:44])[CH2:38][CH2:39]1.[Cl:1][c:2]1[c:3]([CH:10]([CH3:11])[O:12][c:13]2[c:14]([NH2:24])[n:15][cH:16][c:17](-[c:19]3[cH:20][n:21][nH:22][cH:23]3)[n:18]2)[c:4]([Cl:9])[cH:5][cH:6][c:7]1[F:8].[H-:26].[Na+:25].[O:46]=[CH:47][N:48]([CH3:49])[CH3:50].[OH2:45]>>[Cl:1][c:2]1[c:3]([CH:10]([CH3:11])[O:12][c:13]2[c:14]([NH2:24])[n:15][cH:16][c:17](-[c:19]3[cH:20][n:21][n:22]([CH:37]4[CH2:36][CH2:35][N:34]([C:32]([O:31][C:27]([CH3:28])([CH3:29])[CH3:30])=[O:33])[CH2:39][CH2:38]4)[cH:23]3)[n:18]2)[c:4]([Cl:9])[cH:5][cH:6][c:7]1[F:8]. Reactants: C1(=CC=CC=C1)CC=1C(N)=CC=CC1 (α-phenyl-0-toluidine), C(OC)(OC)OC (trimethyl orthoformate), NCC=O (aminoacetaldehyde), dimethyl acetal. The reagents and catalysts are [Ti](Cl)(Cl)(Cl)Cl (titanium tetrachloride). Solvent: C(OC)COC (monoglyme). Yields the product C1(=CC=CC=C1)CC1=C(C=CC=C1)N1C=NC=C1 (1-(α-phenyl-0-tolyl)imidazole). RXN SMILES: [C:1]1([CH2:7][C:8]2[C:9](=[CH:11][CH:12]=[CH:13][CH:14]=2)[NH2:10])[CH:6]=[CH:5][CH:4]=[CH:3][CH:2]=1.[CH:15](OC)(OC)OC.[NH2:22][CH2:23][CH:24]=O>C(COC)OC.[Ti](Cl)(Cl)(Cl)Cl>[C:1]1([CH2:7][C:8]2[CH:14]=[CH:13][CH:12]=[CH:11][C:9]=2[N:10]2[CH:24]=[CH:23][N:22]=[CH:15]2)[CH:2]=[CH:3][CH:4]=[CH:5][CH:6]=1. Reported procedure: In the manner given in Example 1, α-phenyl-0-toluidine is reacted first with trimethyl orthoformate; the resulting product is reacted with aminoacetaldehyde, dimethyl acetal, and the resulting product of this reaction is heated with titanium tetrachloride in monoglyme to give 1-(α-phenyl-0-tolyl)imidazole. Starting materials: CO, C=CCOc1cc2c(cc1Br)C(C)CN(C(=O)C(F)(F)F)CC2, [Na+], [OH-], O. The product is C=CCOc1cc2c(cc1Br)C(C)CNCC2. As a reaction SMILES: [CH3:26][OH:27].[F:1][C:2]([F:3])([F:4])[C:22]([N:5]1[CH2:6][CH2:7][c:8]2[c:9]([cH:13][c:14]([Br:21])[c:15]([O:17][CH2:18][CH:19]=[CH2:20])[cH:16]2)[CH:10]([CH3:12])[CH2:11]1)=[O:23].[Na+:25].[OH-:24].[OH2:28]>>[NH:5]1[CH2:6][CH2:7][c:8]2[c:9]([cH:13][c:14]([Br:21])[c:15]([O:17][CH2:18][CH:19]=[CH2:20])[cH:16]2)[CH:10]([CH3:12])[CH2:11]1.